This data is from the Open Reaction Database (ORD), a public repository of structured organic reaction records. The task is: describe an organic reaction: reactants, conditions, products, and yield Reactants: O=C1N(CC2=C(C[C@H]1CC(=O)OC)C=CC(=C2)OCCCN(C(=O)OC(C)(C)C)C2=NC=CC=C2)CC2=CC=C(C=C2)C(F)(F)F (Methyl (S)-3-oxo-8-[3-[N-(pyridin-2-yl)-N-(tert-butoxycarbonyl)amino]-1-propyloxy]-2-(4-trifluoromethylbenzyl)-2,3,4,5-tetrahydro-1H-2-benzazepine-4-acetate), C(F)(F)(F)C(=O)O.O (CF3CO2H.H2O), O=C1N(CC2=C(CC1CC(=O)OC)C=CC(=C2)OCCCN(C)C2=NC=CC=C2)CC2=CC=C(C=C2)C(F)(F)F (methyl(±)-3-oxo-8-[3-(N-(pyridin-2-yl)-N-(methyl)amino)-1-propyloxy]-2-(4-trifluoromethylbenzyl)-2,3,4,5-tetrahydro-1H-2-benzazepine-4-acetate), N1=C(C=CC=C1)NCCCOC1=CC2=C(CC(C(N(C2)C)=O)CC(=O)OC)C=C1 (methyl(±)-8-[3-(2-pyridylamino)-1-propyloxy]-2-methyl-3-oxo-2,3,4,5-tetrahydro-1H-2-benzazepine-4-acetate). The product is O=C1N(CC2=C(CC1CC(=O)O)C=CC(=C2)OCCCN(C)C2=NC=CC=C2)CC2=CC=C(C=C2)C(F)(F)F ((±)-3-Oxo-8-[3-(N-(pyridin-2-yl)-N-(methyl)amino)-1-propyloxy]-2-[4-(trifluoromethyl)benzyl]-2,3,4,5-tetrahydro-1H-2-benzazepine-4-acetic acid). Isolated yield 15.0%. RXN SMILES: [O:1]=[C:2]1[C@H:8]([CH2:9][C:10]([O:12]C)=[O:11])[CH2:7][C:6]2[CH:14]=[CH:15][C:16]([O:18][CH2:19][CH2:20][CH2:21][N:22]([C:30]3[CH:35]=[CH:34][CH:33]=[CH:32][N:31]=3)[C:23](OC(C)(C)C)=O)=[CH:17][C:5]=2[CH2:4][N:3]1[CH2:36][C:37]1[CH:42]=[CH:41][C:40]([C:43]([F:46])([F:45])[F:44])=[CH:39][CH:38]=1.O=C1C(CC(OC)=O)CC2C=CC(OCCCN(C3C=CC=CN=3)C)=CC=2CN1CC1C=CC(C(F)(F)F)=CC=1.N1C=CC=CC=1NCCCOC1C=CC2CC(CC(OC)=O)C(=O)N(C)CC=2C=1.C(C(O)=O)(F)(F)F.O>>[O:1]=[C:2]1[CH:8]([CH2:9][C:10]([OH:12])=[O:11])[CH2:7][C:6]2[CH:14]=[CH:15][C:16]([O:18][CH2:19][CH2:20][CH2:21][N:22]([C:30]3[CH:35]=[CH:34][CH:33]=[CH:32][N:31]=3)[CH3:23])=[CH:17][C:5]=2[CH2:4][N:3]1[CH2:36][C:37]1[CH:38]=[CH:39][C:40]([C:43]([F:46])([F:44])[F:45])=[CH:41][CH:42]=1 |f:3.4|. Reported procedure: According to the procedure of Example 4 (c), except substituting methyl(±)-3-oxo-8-[3-(N-(pyridin-2-yl)-N-(methyl)amino)-1-propyloxy]-2-(4-trifluoromethylbenzyl)-2,3,4,5-tetrahydro-1H-2-benzazepine-4-acetate for the methyl(±)-8-[3-(2-pyridylamino)-1-propyloxy]-2-methyl-3-oxo-2,3,4,5-tetrahydro-1H-2-benzazepine-4-acetate, the title compound (0.02 g, 15%) was prepared: MS (ES) m/e 542.1 (M+H)+. Anal. Calcd for C29H30N3O4F3.CF3CO2H.H2O: C, 55.28; H, 4.94; N, 6.24. Found: C, 55.45; H, 4.68; N, 6.14. Starting materials: S1C=C(C=C1)C1=CC(=C(C=C1C1=CSC=C1)CCCCCCCC)CCCCCCCC (4,5-bis(3-thienyl)-1,2-dioctylbenzene), II (iodine). The reagents and catalysts are [Hg] (mercury). The solvent is C1(=CC=CC=C1)C (toluene). The product is C(CCCCCCC)C=1C=C2C(=CC1CCCCCCCC)C1=C(SC=C1)C=1SC=CC12 (5,6-Dioctylnaphtho[2,1-b:3,4-b′]dithiophene). Yield: 65.0%. As a reaction SMILES: [S:1]1[CH:5]=[CH:4][C:3]([C:6]2[C:11]([C:12]3[CH:16]=[CH:15][S:14][CH:13]=3)=[CH:10][C:9]([CH2:17][CH2:18][CH2:19][CH2:20][CH2:21][CH2:22][CH2:23][CH3:24])=[C:8]([CH2:25][CH2:26][CH2:27][CH2:28][CH2:29][CH2:30][CH2:31][CH3:32])[CH:7]=2)=[CH:2]1.II>C1(C)C=CC=CC=1.[Hg]>[CH2:17]([C:9]1[CH:10]=[C:11]2[C:12]3[CH:16]=[CH:15][S:14][C:13]=3[C:2]3[S:1][CH:5]=[CH:4][C:3]=3[C:6]2=[CH:7][C:8]=1[CH2:25][CH2:26][CH2:27][CH2:28][CH2:29][CH2:30][CH2:31][CH3:32])[CH2:18][CH2:19][CH2:20][CH2:21][CH2:22][CH2:23][CH3:24]. Procedure details: In a quartz tube was added a solution of 4,5-bis(3-thienyl)-1,2-dioctylbenzene (0.5 g, 1.1 mmol) and iodine (30 mg) in toluene (500 mL). The system was then irradiated by a 400 W mercury lamp equipped with an efficient cooling system for 16 hours under magnetic stirring and air bubbling. The reaction mixture was washed with a saturated aqueous solution of Na2S2O3, dried over MgSO4 and concentrated. The residue was purified by flash chromatography on silica gel (hexane as eluent), and a white sol... Starting materials: Oc1ccc2c(c1)CCCC(c1ccccc1)=C2c1ccc(OCCCCCCCl)cc1, [I-], [Na+], SCc1ccccn1. Yields the product Oc1ccc2c(c1)CCCC(c1ccccc1)=C2c1ccc(OCCCCCCSCc2ccccn2)cc1. RXN SMILES: [Cl:9][CH2:10][CH2:11][CH2:12][CH2:13][CH2:14][CH2:15][O:16][c:17]1[cH:18][cH:19][c:20]([C:23]2=[C:24]([c:35]3[cH:36][cH:37][cH:38][cH:39][cH:40]3)[CH2:25][CH2:26][CH2:27][c:28]3[c:29]2[cH:30][cH:31][c:32]([OH:34])[cH:33]3)[cH:21][cH:22]1.[I-:42].[Na+:41].[SH:1][CH2:2][c:3]1[n:4][cH:5][cH:6][cH:7][cH:8]1>>[S:1]([CH2:2][c:3]1[n:4][cH:5][cH:6][cH:7][cH:8]1)[CH2:10][CH2:11][CH2:12][CH2:13][CH2:14][CH2:15][O:16][c:17]1[cH:18][cH:19][c:20]([C:23]2=[C:24]([c:35]3[cH:36][cH:37][cH:38][cH:39][cH:40]3)[CH2:25][CH2:26][CH2:27][c:28]3[c:29]2[cH:30][cH:31][c:32]([OH:34])[cH:33]3)[cH:21][cH:22]1. Starting materials: OC1CN(CCC1C1=CC=C(C=C1)OCCCOCC1=C(C=CC=C1)OC)C(=O)OCC1=CC=CC=C1 (benzyl 3-hydroxy-4-{4-[3-(2-methoxybenzyloxy)propoxy]-phenyl}piperidine-1-carboxylate), ClCC=1C=CC2=C(N(C(CO2)=O)CCCCO[Si](C(C)C)(C(C)C)C(C)C)C1 (6-chloromethyl-4-(4-triisopropylsilanyloxybutyl)-4H-benzo[1,4]oxazin-3-one). The product is COC1=C(COCCCOC2=CC=C(C=C2)C2C(CN(CC2)C(=O)OCC2=CC=CC=C2)OCC=2C=CC3=C(N(C(CO3)=O)CCCCO[Si](C(C)C)(C(C)C)C(C)C)C2)C=CC=C1 (Benzyl 4-{4-[3-(2-methoxybenzyloxy)propoxy]phenyl}-3-[3-oxo-4-(4-triisopropylsilanyloxybutyl)-3,4-dihydro-2H-benzo[1,4]oxazin-6-ylmethoxy]piperidine-1-carboxylate). As a reaction SMILES: [OH:1][CH:2]1[CH:7]([C:8]2[CH:13]=[CH:12][C:11]([O:14][CH2:15][CH2:16][CH2:17][O:18][CH2:19][C:20]3[CH:25]=[CH:24][CH:23]=[CH:22][C:21]=3[O:26][CH3:27])=[CH:10][CH:9]=2)[CH2:6][CH2:5][N:4]([C:28]([O:30][CH2:31][C:32]2[CH:37]=[CH:36][CH:35]=[CH:34][CH:33]=2)=[O:29])[CH2:3]1.Cl[CH2:39][C:40]1[CH:41]=[CH:42][C:43]2[O:48][CH2:47][C:46](=[O:49])[N:45]([CH2:50][CH2:51][CH2:52][CH2:53][O:54][Si:55]([CH:62]([CH3:64])[CH3:63])([CH:59]([CH3:61])[CH3:60])[CH:56]([CH3:58])[CH3:57])[C:44]=2[CH:65]=1>>[CH3:27][O:26][C:21]1[CH:22]=[CH:23][CH:24]=[CH:25][C:20]=1[CH2:19][O:18][CH2:17][CH2:16][CH2:15][O:14][C:11]1[CH:12]=[CH:13][C:8]([CH:7]2[CH2:6][CH2:5][N:4]([C:28]([O:30][CH2:31][C:32]3[CH:33]=[CH:34][CH:35]=[CH:36][CH:37]=3)=[O:29])[CH2:3][CH:2]2[O:1][CH2:39][C:40]2[CH:41]=[CH:42][C:43]3[O:48][CH2:47][C:46](=[O:49])[N:45]([CH2:50][CH2:51][CH2:52][CH2:53][O:54][Si:55]([CH:59]([CH3:61])[CH3:60])([CH:56]([CH3:58])[CH3:57])[CH:62]([CH3:63])[CH3:64])[C:44]=3[CH:65]=2)=[CH:9][CH:10]=1. Reported procedure: Analogously to Method D, 1.30 g of benzyl 3-hydroxy-4-{4-[3-(2-methoxybenzyloxy)propoxy]-phenyl}piperidine-1-carboxylate (Example 10f) and 1.30 g of 6-chloromethyl-4-(4-triisopropylsilanyloxybutyl)-4H-benzo[1,4]oxazin-3-one are reacted. The title compound is obtained as a yellowish oil. Rf=0.42 (1:1 EtOAc-heptane); Rt=7.54. Reactants: Cl.NO (hydroxylamine hydrochloride), O.O.O.C(C)(=O)[O-].[Na+] (sodium acetate trihydrate), C(=O)(OC)[C@@H]1[C@]2(C)[C@@H](CC1)[C@@H]1CC([C@]3(C[C@H](CC[C@]3(C)[C@H]1CC2)O)O)=O (17β-Carbomethoxy-6-oxo-3β,5α-dihydroxy-androstane). The solvent is C(C)O (ethanol). Yields the product C(=O)(OC)[C@@H]1[C@]2(C)[C@@H](CC1)[C@@H]1CC([C@]3(C[C@H](CC[C@]3(C)[C@H]1CC2)O)O)=NO (17β-carbomethoxy-6-oximino-3β,5α-dihydroxyandrostane). RXN SMILES: [C:1]([C@H:5]1[CH2:10][CH2:9][C@H:8]2[C@H:11]3[C@H:21]([CH2:22][CH2:23][C@:6]12[CH3:7])[C@:19]1([CH3:20])[C@:14]([OH:25])([CH2:15][C@@H:16]([OH:24])[CH2:17][CH2:18]1)[C:13](=O)[CH2:12]3)([O:3][CH3:4])=[O:2].Cl.[NH2:28][OH:29].O.O.O.C([O-])(=O)C.[Na+]>C(O)C>[C:1]([C@H:5]1[CH2:10][CH2:9][C@H:8]2[C@H:11]3[C@H:21]([CH2:22][CH2:23][C@:6]12[CH3:7])[C@:19]1([CH3:20])[C@:14]([OH:25])([CH2:15][C@@H:16]([OH:24])[CH2:17][CH2:18]1)[C:13](=[N:28][OH:29])[CH2:12]3)([O:3][CH3:4])=[O:2] |f:1.2,3.4.5.6.7|. Procedure: A suspension of 17β-Carbomethoxy-6-oxo-3β,5α-dihydroxy-androstane, 8 g, as prepared in example 17, hydroxylamine hydrochloride (12 g) and sodium acetate trihydrate (16 g) in ethanol (100 mL) is heated at reflux for 1 h. The reaction mixture is cooled to ambient temperature and filtered to afford 17β-carbomethoxy-6-oximino-3β,5α-dihydroxyandrostane as a white solid, mp 234°-237° C. dec. Anal. Calcd. for C21H33NO5.H2O: C, 63.34; H, 8.88; N, 3.53. Found: C, 62.91; H, 8.98; N, 3.27. The reactants are S(=O)(=O)([O-])S(=O)(=O)[O-].[Na+].[Na+] (sodium dithionate), ClC1=NC2=CC=CC=C2C(=C1[N+](=O)[O-])NCCCC#C (2-chloro-3-nitro-N-pent-4-ynylquinolin-4-amine). The solvent is C(C)O (ethanol), C(C)#N (acetonitrile), O (water). Conditions: time 2.5 hour. The product is ClC1=NC2=CC=CC=C2C(=C1N)NCCCC#C (2-chloro-N4-pent-4-ynylquinoline-3,4-diamine). Isolated yield 71.5%. RXN SMILES: S(S([O-])(=O)=O)([O-])(=O)=O.[Na+].[Na+].[Cl:11][C:12]1[C:21]([N+:22]([O-])=O)=[C:20]([NH:25][CH2:26][CH2:27][CH2:28][C:29]#[CH:30])[C:19]2[C:14](=[CH:15][CH:16]=[CH:17][CH:18]=2)[N:13]=1>C(O)C.C(#N)C.O>[Cl:11][C:12]1[C:21]([NH2:22])=[C:20]([NH:25][CH2:26][CH2:27][CH2:28][C:29]#[CH:30])[C:19]2[C:14](=[CH:15][CH:16]=[CH:17][CH:18]=2)[N:13]=1 |f:0.1.2|. Procedure details: An aqueous solution (125 mL) of sodium dithionate (38.0 g, 218 mmol) was added to a solution of 2-chloro-3-nitro-N-pent-4-ynylquinolin-4-amine (12.64 g, 43.63 mmol) in ethanol (15 mL) and acetonitrile (130 mL). A fine white precipitate formed within seconds. After 2.5 hours, the volatiles were removed under reduced pressure leaving a yellow aqueous mixture that was diluted with water (1 L) and washed with dichloromethane (250 mL×3). The organic layers were combined, washed with water and brine, ... Reactants: CCO, Cl, [Na+], CCOC(=O)c1cn(Cc2ccc(Oc3ccccc3)cc2)nc1OCc1ccc(Oc2ccccc2)cc1, C1CCOC1, [OH-]. The product is O=C(O)c1cn(Cc2ccc(Oc3ccccc3)cc2)nc1OCc1ccc(Oc2ccccc2)cc1. RXN SMILES: [CH3:48][CH2:49][OH:50].[ClH:47].[Na+:41].[O:1]([c:2]1[cH:3][cH:4][cH:5][cH:6][cH:7]1)[c:8]1[cH:9][cH:10][c:11]([CH2:12][n:13]2[n:14][c:15]([O:23][CH2:24][c:25]3[cH:26][cH:27][c:28]([O:31][c:32]4[cH:33][cH:34][cH:35][cH:36][cH:37]4)[cH:29][cH:30]3)[c:16]([C:18](=[O:19])[O:20][CH2:21][CH3:22])[cH:17]2)[cH:38][cH:39]1.[O:42]1[CH2:43][CH2:44][CH2:45][CH2:46]1.[OH-:40]>>[O:1]([c:2]1[cH:3][cH:4][cH:5][cH:6][cH:7]1)[c:8]1[cH:9][cH:10][c:11]([CH2:12][n:13]2[n:14][c:15]([O:23][CH2:24][c:25]3[cH:26][cH:27][c:28]([O:31][c:32]4[cH:33][cH:34][cH:35][cH:36][cH:37]4)[cH:29][cH:30]3)[c:16]([C:18](=[O:19])[OH:20])[cH:17]2)[cH:38][cH:39]1. The reactants are O=C([O-])[O-], COC(=O)CBr, CC#N, [Cs+], [Cs+], Oc1ccccc1C(F)(F)F. The product is COC(=O)COc1ccccc1C(F)(F)F. Reaction SMILES: [C:18](=[O:19])([O-:20])[O-:21].[CH3:12][O:13][C:14]([CH2:15][Br:16])=[O:17].[CH3:24][C:25]#[N:26].[Cs+:22].[Cs+:23].[F:1][C:2]([c:3]1[c:4]([OH:9])[cH:5][cH:6][cH:7][cH:8]1)([F:10])[F:11]>>[F:1][C:2]([c:3]1[c:4]([O:9][CH2:15][C:14]([O:13][CH3:12])=[O:17])[cH:5][cH:6][cH:7][cH:8]1)([F:10])[F:11]. Starting materials: CO (Methanol), CSC(C(=O)OC)(C)C1=CC(=CC=C1)C1(OCCO1)C1=CC=CC=C1 (methyl α-methylthio-α-[m-(2phenyl-1,3-dioxa-2-cyclopentyl)phenyl]propionate), Cl (hydrochloric acid). The solvent is O (water), O (water). The product is CSC(C(=O)OC)(C)C1=CC(=CC=C1)C(C1=CC=CC=C1)=O (methyl α-methylthio-α-(m-benzoylphenyl)-propionate). Yield: 95.0%. Reaction SMILES: CO.[CH3:3][S:4][C:5]([C:11]1[CH:16]=[CH:15][CH:14]=[C:13]([C:17]2([C:22]3[CH:27]=[CH:26][CH:25]=[CH:24][CH:23]=3)OCC[O:18]2)[CH:12]=1)([CH3:10])[C:6]([O:8][CH3:9])=[O:7].Cl>O>[CH3:3][S:4][C:5]([C:11]1[CH:16]=[CH:15][CH:14]=[C:13]([C:17](=[O:18])[C:22]2[CH:23]=[CH:24][CH:25]=[CH:26][CH:27]=2)[CH:12]=1)([CH3:10])[C:6]([O:8][CH3:9])=[O:7]. Reported procedure: Methanol (10 ml) and 1 ml of water were added to 2.52 g of methyl α-methylthio-α-[m-(2phenyl-1,3-dioxa-2-cyclopentyl)phenyl]propionate, and 0.2 ml of conc. hydrochloric acid was added. The mixture was heated for 20 minutes under reflux. After cooling, 20 ml of water was added, and the mixture was extracted with 50 ml and 10 ml respectively of methylene chloride. The extract was washed twice with 10 ml of water, and dried over anhydrous sodium sulfate. The solvent was evaporated under reduced pre... Reactants: CCN=C=NCCCN(C)C, CS(N)(=O)=O, CN(C)c1ccncc1, ClCCl, Cl, O=C(O)COc1ccc(CCCS(=O)(=O)c2ccc(Cl)cc2)cc1NC(=O)c1cccc(OCc2nc3ccccc3s2)c1. Product: CS(=O)(=O)NC(=O)COc1ccc(CCCS(=O)(=O)c2ccc(Cl)cc2)cc1NC(=O)c1cccc(OCc2nc3ccccc3s2)c1. As a reaction SMILES: [CH2:51]([N:52]=[C:53]=[N:54][CH2:55][CH2:56][CH2:57][N:58]([CH3:59])[CH3:60])[CH3:61].[CH3:45][S:46](=[O:47])(=[O:48])[NH2:49].[CH3:62][N:63]([CH3:64])[c:65]1[cH:66][cH:67][n:68][cH:69][cH:70]1.[Cl:71][CH2:72][Cl:73].[ClH:50].[s:1]1[c:2]([CH2:10][O:11][c:12]2[cH:13][c:14]([C:15](=[O:16])[NH:17][c:18]3[c:19]([O:20][CH2:21][C:22](=[O:23])[OH:24])[cH:25][cH:26][c:27]([CH2:29][CH2:30][CH2:31][S:32](=[O:33])(=[O:34])[c:35]4[cH:36][cH:37][c:38]([Cl:41])[cH:39][cH:40]4)[cH:28]3)[cH:42][cH:43][cH:44]2)[n:3][c:4]2[c:5]1[cH:6][cH:7][cH:8][cH:9]2>>[s:1]1[c:2]([CH2:10][O:11][c:12]2[cH:13][c:14]([C:15](=[O:16])[NH:17][c:18]3[c:19]([O:20][CH2:21][C:22](=[O:23])[NH:49][S:46]([CH3:45])(=[O:47])=[O:48])[cH:25][cH:26][c:27]([CH2:29][CH2:30][CH2:31][S:32](=[O:33])(=[O:34])[c:35]4[cH:36][cH:37][c:38]([Cl:41])[cH:39][cH:40]4)[cH:28]3)[cH:42][cH:43][cH:44]2)[n:3][c:4]2[c:5]1[cH:6][cH:7][cH:8][cH:9]2.